From a dataset of the Open Reaction Database (ORD), a public repository of structured organic reaction records. describe an organic reaction: reactants, conditions, products, and yield Starting materials: N1(N=NN=C1)C1=NC=C(C=N1)CC(=O)O (2-(2-(1H-tetrazol-1-yl)pyrimidin-5-yl)acetic acid), S(O)(O)(=O)=O (sulfuric acid), CO (methanol). Conditions: time 2.5 minute. Yields the product N1(N=NN=C1)C1=NC=C(C=N1)CC(=O)OC (Methyl 2-(2-(1H-tetrazol-1-yl)pyrimidin-5-yl)acetate). RXN SMILES: [N:1]1([C:6]2[N:11]=[CH:10][C:9]([CH2:12][C:13]([OH:15])=[O:14])=[CH:8][N:7]=2)[CH:5]=[N:4][N:3]=[N:2]1.S(=O)(=O)(O)O.[CH3:21]O>>[N:1]1([C:6]2[N:7]=[CH:8][C:9]([CH2:12][C:13]([O:15][CH3:21])=[O:14])=[CH:10][N:11]=2)[CH:5]=[N:4][N:3]=[N:2]1. Procedure details: To a solution of 2-(2-(1H-tetrazol-1-yl)pyrimidin-5-yl)acetic acid (100 mg, 0.485 mmol) in methanol (30 mL) was added sulfuric acid (1 mL, 18.8 mmol). Stirred at room temperature and sonicated to dissolve all acid starting material. Reaction was complete within about 2-3 min. The reaction was concentrated under reduced pressure, neutralized with saturated aqueous sodium bicarbonate, extracted with DCM (2 times), washed organics with brine, dried over magnesium sulfate. Solvent was removed under ... Reactants: CC1=C(N2CCNCC2)C(=O)c2ccccc2C1=O, O=C=Nc1ccc(Cl)cc1, C1CCOC1. Yields the product CC1=C(N2CCN(C(=O)Nc3ccc(Cl)cc3)CC2)C(=O)c2ccccc2C1=O. Reaction SMILES: [CH3:1][C:2]1=[C:3]([N:14]2[CH2:15][CH2:16][NH:17][CH2:18][CH2:19]2)[C:4](=[O:13])[c:5]2[cH:6][cH:7][cH:8][cH:9][c:10]2[C:11]1=[O:12].[Cl:20][c:21]1[cH:22][cH:23][c:24]([N:27]=[C:28]=[O:29])[cH:25][cH:26]1.[O:30]1[CH2:31][CH2:32][CH2:33][CH2:34]1>>[CH3:1][C:2]1=[C:3]([N:14]2[CH2:15][CH2:16][N:17]([C:28]([NH:27][c:24]3[cH:23][cH:22][c:21]([Cl:20])[cH:26][cH:25]3)=[O:29])[CH2:18][CH2:19]2)[C:4](=[O:13])[c:5]2[cH:6][cH:7][cH:8][cH:9][c:10]2[C:11]1=[O:12]. Product: Cl.Cl.Cl.N1(CCCCC1)CC=1C=C2CCN(CC2=CC1)C1CNCC1 (6-(Piperidin-1-ylmethyl)-2-(pyrrolidin-3-yl)-1,2,3,4-tetrahydroisoquinoline trihydrochloride). Reactants: Cl (hydrogen chloride), N1(CCCCC1)CC=1C=C2CCN(CC2=CC1)C1CN(CC1)C(=O)OC(C)(C)C (tert-butyl 3-(6-(piperidin-1-ylmethyl)-3,4-dihydroisoquinolin-2(1H)-yl)pyrrolidine-1-carboxylate). Procedure details: 1.25 M hydrogen chloride in methanol (11 ml) was added to tert-butyl 3-(6-(piperidin-1-ylmethyl)-3,4-dihydroisoquinolin-2(1H)-yl)pyrrolidine-1-carboxylate (0.55 g, 1.38 mmol), and the mixture was refluxed for 3 h. The solvent was removed under vacuum and the residue was taken up in ethanol/acetone (5 ml). Diethyl ether (20 ml) was then added, and the resulting precipitate was filtered out and dried under vacuum. Yield: 0.41 g (73%) Run in CO (methanol). RXN SMILES: [ClH:1].[N:2]1([CH2:8][C:9]2[CH:10]=[C:11]3[C:16](=[CH:17][CH:18]=2)[CH2:15][N:14]([CH:19]2[CH2:23][CH2:22][N:21](C(OC(C)(C)C)=O)[CH2:20]2)[CH2:13][CH2:12]3)[CH2:7][CH2:6][CH2:5][CH2:4][CH2:3]1>CO>[ClH:1].[ClH:1].[ClH:1].[N:2]1([CH2:8][C:9]2[CH:10]=[C:11]3[C:16](=[CH:17][CH:18]=2)[CH2:15][N:14]([CH:19]2[CH2:23][CH2:22][NH:21][CH2:20]2)[CH2:13][CH2:12]3)[CH2:7][CH2:6][CH2:5][CH2:4][CH2:3]1 |f:3.4.5.6|. Starting materials: [H][H] (hydrogen), C([O-])([O-])=O.[K+].[K+] (potassium carbonate), C(=C)(C)[B-](F)(F)F.[K+] (potassium isopropenyltrifluoroborate), BrC=1C(=NC=C(C1)[N+](=O)[O-])OC (3-bromo-2-methoxy-5-nitropyridine). The reagents and catalysts are [Pd] (palladium on carbon), [Pd](Cl)Cl.C(C)(C)(C)P(C1=CC=C(C=C1)N(C)C)C(C)(C)C.C(C)(C)(C)P(C1=CC=C(C=C1)N(C)C)C(C)(C)C (bis(4-(di-tert-butylphosphino)-N,N-dimethylbenzenamine) palladium dichloride). The solvent is CO (MeOH), O1CCOCC1 (dioxane), O (water). Run at temperature 80 celsius, time 3 hour. Yields the product C(C)(C)C=1C=C(C=NC1OC)N (5-isopropyl-6-methoxypyridin-3-amine). Yield: 101.5%. Reaction SMILES: C(=O)([O-])[O-].[K+].[K+].[C:7]([B-](F)(F)F)([CH3:9])=[CH2:8].[K+].Br[C:16]1[C:17]([O:25][CH3:26])=[N:18][CH:19]=[C:20]([N+:22]([O-])=O)[CH:21]=1.[H][H]>O1CCOCC1.O.[Pd].[Pd](Cl)Cl.C(P(C(C)(C)C)C1C=CC(N(C)C)=CC=1)(C)(C)C.C(P(C(C)(C)C)C1C=CC(N(C)C)=CC=1)(C)(C)C.CO>[CH:7]([C:16]1[CH:21]=[C:20]([NH2:22])[CH:19]=[N:18][C:17]=1[O:25][CH3:26])([CH3:9])[CH3:8] |f:0.1.2,3.4,10.11.12|. Procedure details: Argon was bubbled through a slurry of potassium carbonate (4.45 g, 32.2 mmol), potassium isopropenyltrifluoroborate (3.18 g, 21.46 mmol), bis(4-(di-tert-butylphosphino)-N,N-dimethylbenzenamine) palladium dichloride (Aldrich, St. Louis, Mo., 0.152 g, 0.215 mmol), and 3-bromo-2-methoxy-5-nitropyridine (2.50 g, 10.73 mmol) in 50 mL dioxane and 20 mL water for 5 min. The reaction was sealed and heated to 80° C. for 1 h. The dark red reaction was cooled and partitioned between water and DCM. The aque... The reactants are OC1=CC=C(C(=O)OC)C=C1 (methyl 4-hydroxybenzoate), C1(=CC=CC=C1)P(C1=CC=CC=C1)C1=CC=CC=C1 (triphenylphosphine), CC(C)OC(=O)/N=N/C(=O)OC(C)C (DIAD), C(C)(C)(C)OC(=O)N(CCO)C (N-(tert-butoxycarbonyl)-2-(methylamino)ethanol). Run in C1CCOC1 (THF). Reaction conditions: time 18 hour. The product is C(C)(C)(C)OC(=O)N(C)CCOC1=CC=C(C(=O)OC)C=C1 (methyl 4-(2-(N-(tert-butoxycarbonyl)-N-methylamino)ethoxy)benzoate). Isolated yield 76.4%. Reaction SMILES: [C:1]([O:5][C:6]([N:8]([CH3:12])[CH2:9][CH2:10][OH:11])=[O:7])([CH3:4])([CH3:3])[CH3:2].O[C:14]1[CH:23]=[CH:22][C:17]([C:18]([O:20][CH3:21])=[O:19])=[CH:16][CH:15]=1.C1(P(C2C=CC=CC=2)C2C=CC=CC=2)C=CC=CC=1.CC(OC(/N=N/C(OC(C)C)=O)=O)C>C1COCC1>[C:1]([O:5][C:6]([N:8]([CH2:9][CH2:10][O:11][C:14]1[CH:23]=[CH:22][C:17]([C:18]([O:20][CH3:21])=[O:19])=[CH:16][CH:15]=1)[CH3:12])=[O:7])([CH3:4])([CH3:3])[CH3:2]. Procedure details: In THF (100 ml) was dissolved N-(tert-butoxycarbonyl)-2-(methylamino)ethanol (3.03 g, 17.3 mmol). To the resulting solution was added methyl 4-hydroxybenzoate (2.77 g, 18.2 mmol) and under stirring at 0° C. in a nitrogen gas stream, triphenylphosphine (6.35 g, 24.2 mmol) and DIAD (3.5 ml, 24.5 mmol) were added. The resulting mixture was stirred further at room temperature for 18 hours. From the reaction mixture, the solvent was distilled off under reduced pressure. Water was added to the residue...